From a dataset of the Open Reaction Database (ORD), a public repository of structured organic reaction records. describe an organic reaction: reactants, conditions, products, and yield The reactants are CCOCC (ether), N1N=C(C2=CC=CC=C12)\C=C\1/OC2=C(C1=O)C=CC(=C2CCCC2CCN(CC2)C(=O)OC(C)(C)C)OC (tert-butyl (Z)-4-(3-{2-[(1H-indazol-3-yl)methylene]-6-methoxy-3-oxo-2,3-dihydrobenzofuran-7-yl}propyl)piperidine-1-carboxylate), solution, Cl (hydrogen chloride). The solvent is C(Cl)Cl (methylene chloride), O1CCOCC1 (1,4-dioxane). Run at time 2 hour. The product is N1N=C(C2=CC=CC=C12)\C=C\1/OC2=C(C1=O)C=CC(=C2CCCC2CCNCC2)OC ((Z)-2-[(1H-indazol-3-yl)methylene]-6-methoxy-7-[3-(piperidin-4-yl)propyl]benzofuran-3(2H)-one). The yield is 88.3%. RXN SMILES: [NH:1]1[C:9]2[C:4](=[CH:5][CH:6]=[CH:7][CH:8]=2)[C:3](/[CH:10]=[C:11]2\[O:12][C:13]3[C:20]([CH2:21][CH2:22][CH2:23][CH:24]4[CH2:29][CH2:28][N:27](C(OC(C)(C)C)=O)[CH2:26][CH2:25]4)=[C:19]([O:37][CH3:38])[CH:18]=[CH:17][C:14]=3[C:15]\2=[O:16])=[N:2]1.Cl.CCOCC>C(Cl)Cl.O1CCOCC1>[NH:1]1[C:9]2[C:4](=[CH:5][CH:6]=[CH:7][CH:8]=2)[C:3](/[CH:10]=[C:11]2\[O:12][C:13]3[C:20]([CH2:21][CH2:22][CH2:23][CH:24]4[CH2:29][CH2:28][NH:27][CH2:26][CH2:25]4)=[C:19]([O:37][CH3:38])[CH:18]=[CH:17][C:14]=3[C:15]\2=[O:16])=[N:2]1. Reported procedure: A solution of tert-butyl (Z)-4-(3-{2-[(1H-indazol-3-yl)methylene]-6-methoxy-3-oxo-2,3-dihydrobenzofuran-7-yl}propyl)piperidine-1-carboxylate (0.0313 g, 0.0605 mmol) in methylene chloride (2 mL) was added with a 4 M solution of hydrogen chloride in 1,4-dioxane (2 mL), and the mixture was stirred at room temperature for 2 hours. The reaction mixture was added with ether, and the precipitated solid was collected by filtration, and washed with ether. The resulting solid was dissolved in a small volu...